From a dataset of the Open Reaction Database (ORD), a public repository of structured organic reaction records. describe an organic reaction: reactants, conditions, products, and yield Product: Cl.C(#C)C=1C=C(NC2C=3C(=CC=4C=NC=NC24)N=CN3)C=CC1 (4-(3-ethynylanilino)-imidazo[4,5-g]-quinazoline hydrochloride). Procedure: A mixture of 4-methylthio-6H-imidazo[4,5-g]quinazoline (0.0455 g, 0.210 mmol), prepared as described in Leonard, N. J.; Morrice, A. G.; Sprecker, M. A., J. Org. Chem., 1975, 40 (3), 356-363, 3-ethynylaniline (0.0672 g, 0.574 mmol) and pyridine hydrochloride (0.0274 g, 0.237 mmol) in t-butanol (5 mL) was heated to reflux for 6 hours then cooled to room temperature. Precipitate was collected and washed with t-butanol to give 4-(3-ethynylanilino)-imidazo[4,5-g]-quinazoline hydrochloride as a yellow... Run in C(C)(C)(C)O (t-butanol). RXN SMILES: CS[C:3]1[C:12]2[C:7]([CH:8]=[N:9][CH2:10][N:11]=2)=[CH:6][C:5]2=[N:13][CH:14]=[N:15][C:4]=12.[C:16]([C:18]1[CH:19]=[C:20]([CH:22]=[CH:23][CH:24]=1)[NH2:21])#[CH:17].[ClH:25].N1C=CC=CC=1>C(O)(C)(C)C>[ClH:25].[C:16]([C:18]1[CH:19]=[C:20]([CH:22]=[CH:23][CH:24]=1)[NH:21][CH:6]1[C:7]2[N:8]=[CH:9][N:10]=[CH:11][C:12]=2[CH:3]=[C:4]2[N:15]=[CH:14][N:13]=[C:5]12)#[CH:17] |f:2.3,5.6|. Reactants: CSC1=C2C(C=C3C=NCN=C13)=NC=N2 (4-methylthio-6H-imidazo[4,5-g]quinazoline), ( 3 ), C(#C)C=1C=C(N)C=CC1 (3-ethynylaniline), Cl.N1=CC=CC=C1 (pyridine hydrochloride). Reactants: CCO, [H][H], CC(C)(C)OC(=O)N1CCC(NCCc2ccccc2[N+](=O)[O-])CC1. Yields the product CC(C)(C)OC(=O)N1CCC(NCCc2ccccc2N)CC1. Reaction SMILES: [CH3:28][CH2:29][OH:30].[H:26][H:27].[N+:1]([O-:2])(=[O:3])[c:4]1[c:5]([CH2:10][CH2:11][NH:12][CH:13]2[CH2:14][CH2:15][N:16]([C:19](=[O:20])[O:21][C:22]([CH3:23])([CH3:24])[CH3:25])[CH2:17][CH2:18]2)[cH:6][cH:7][cH:8][cH:9]1>>[NH2:1][c:4]1[c:5]([CH2:10][CH2:11][NH:12][CH:13]2[CH2:14][CH2:15][N:16]([C:19](=[O:20])[O:21][C:22]([CH3:23])([CH3:24])[CH3:25])[CH2:17][CH2:18]2)[cH:6][cH:7][cH:8][cH:9]1. Starting materials: O (water), ClC=1C(=C(N(C1C(F)(F)F)CCl)C1=CC=C(C=C1)Cl)C#N (4-chloro-1-(chloromethyl)-2-(p-chlorophenyl)-5-(trifluoromethyl)pyrrole-3-carbonitrile), CN(C(S)=S)C (dimethyldithiocarbamic acid), [Na] (sodium), CN(C=O)C (dimethyl formamide). The solvent is CCCCCC (hexane). Product: ClC1=C(N(C(=C1C#N)C1=CC=C(C=C1)Cl)S(C(N(C)C)=S)C)C(F)(F)F ([3-Chloro-5-(p-chlorophenyl)-4-cyano-2-(trifluoromethyl)pyrrole-1-yl]dimethyldithiocarbamic acid, methyl ester). The yield is 80.0%. RXN SMILES: [Cl:1][C:2]1[C:3]([C:20]#[N:21])=[C:4]([C:13]2[CH:18]=[CH:17][C:16]([Cl:19])=[CH:15][CH:14]=2)[N:5](CCl)[C:6]=1[C:7]([F:10])([F:9])[F:8].[CH3:22][N:23]([CH3:27])[C:24](=[S:26])[SH:25].[Na].O.[CH3:30]N(C)C=O>CCCCCC>[Cl:1][C:2]1[C:3]([C:20]#[N:21])=[C:4]([C:13]2[CH:14]=[CH:15][C:16]([Cl:19])=[CH:17][CH:18]=2)[N:5]([SH:26]([CH3:30])[C:24](=[S:25])[N:23]([CH3:27])[CH3:22])[C:6]=1[C:7]([F:8])([F:10])[F:9] |^1:27|. Reported procedure: A mixture of 4-chloro-1-(chloromethyl)-2-(p-chlorophenyl)-5-(trifluoromethyl)pyrrole-3-carbonitrile (0.7 g, 0.002 mol) and dimethyldithiocarbamic acid, sodium salt (0.57 g, 0.004 mol) in dimethyl formamide is heated at 50°-55° for 30 minutes, cooled to room temperature and poured into water. The resultant mixture is extracted with ethyl acetate. The combined extracts are washed with a saturated sodium chloride give an orange oil residue. The residue is mixed with hot hexane, cooled and filtered ... The reactants are ClC(=O)OCC(C)C (Isobutyl chloroformate), C([O-])([O-])=O.[K+].[K+] (potassium carbonate), ( 6 ). Run in C(C)#N (acetonitrile). Run at temperature 40 celsius, time 8 hour. Yields the product C(=O)(OCC(C)C)OC(=O)OCC(C)C (Diisobutyl Dicarbonate). As a reaction SMILES: Cl[C:2]([O:4][CH2:5][CH:6]([CH3:8])[CH3:7])=[O:3].[C:9](=[O:12])([O-:11])[O-:10].[K+].[K+]>C(#N)C>[C:2]([O:12][C:9]([O:11][CH2:5][CH:6]([CH3:8])[CH3:7])=[O:10])([O:4][CH2:5][CH:6]([CH3:8])[CH3:7])=[O:3] |f:1.2.3|. Procedure details: Isobutyl chloroformate (136.76 g, 1.0 mol.) was added dropwise to a stirred mixture of powered, anhydrous potassium carbonate (77 g, 0.56 mol) in acetonitrile at such a rate as to maintain a reaction temperature of 40° C. The reaction mixture was stirred for six (6) hours at ambient temperature and then allowed to stand overnight prior to work-up. The crude product was purified by vacuum distillation, and the fraction collected between 58° and 62° C. at 0.05-0.10 mmHg was found to be di-isobutyl... The product is CCCCCCC(C(C)=O)C(=O)OCC. As a reaction SMILES: [C:1]([CH2:2][C:3](=[O:4])[CH3:5])(=[O:6])[O:7][CH2:8][CH3:9].[Cl:10][CH2:11][CH2:12][CH2:13][CH2:14][CH2:15][CH3:16].[H-:17].[Na+:18]>>[C:1]([CH:2]([C:3](=[O:4])[CH3:5])[CH2:11][CH2:12][CH2:13][CH2:14][CH2:15][CH3:16])(=[O:6])[O:7][CH2:8][CH3:9]. Starting materials: CCOC(=O)CC(C)=O, CCCCCCCl, [H-], [Na+]. The reactants are C(C)(=O)OCC (ethyl acetate), ClC1=C(C=CC=C1)C=1C=C(NN1)N (5-(2-chlorophenyl)-2H-pyrazol-3-ylamine), C(C)(OCC)=N (ethyl acetimidate). The solvent is C(C)(=O)O (acetic acid), C(C)(=O)O (acetic acid). Conditions: time 5 hour. The product is C(C)(=O)O.ClC1=C(C=CC=C1)C=1C=C(NN1)NC(C)=N (N-[5-(2-Chlorophenyl)-2H-pyrazol-3-yl]-acetamidine, Acetate Salt). Yield: 82.6%. As a reaction SMILES: [C:1]([O:4]CC)(=[O:3])[CH3:2].[Cl:7][C:8]1[CH:13]=[CH:12][CH:11]=[CH:10][C:9]=1[C:14]1[CH:15]=[C:16]([NH2:19])[NH:17][N:18]=1.[C:20](=[NH:25])(OCC)[CH3:21]>C(O)(=O)C>[C:1]([OH:4])(=[O:3])[CH3:2].[Cl:7][C:8]1[CH:13]=[CH:12][CH:11]=[CH:10][C:9]=1[C:14]1[CH:15]=[C:16]([NH:19][C:20](=[NH:25])[CH3:21])[NH:17][N:18]=1 |f:4.5|. Reported procedure: To the stirred ethyl acetate solution of 5-(2-chlorophenyl)-2H-pyrazol-3-ylamine was added the ethyl acetimidate free base solution over 10 minutes. Glacial acetic acid (140 ml, 2.42 mol) was then added over a 20-minute period while maintaining the reaction between 10 and 30° C. A precipitate began to form after approximately 15 ml of acetic acid had been added. After stirring for 5 hours, the product was collected on a course sintered glass funnel. The product on the filter was washed with ethy... Starting materials: C1COCCN1, CC#N, O=[N+]([O-])c1ccc2ccn(CCCCl)c2c1, [K+], [K+], O=C([O-])[O-]. Yields the product O=[N+]([O-])c1ccc2ccn(CCCN3CCOCC3)c2c1. As a reaction SMILES: [CH2:23]1[CH2:24][O:25][CH2:26][CH2:27][NH:28]1.[CH3:29][C:30]#[N:31].[Cl:1][CH2:2][CH2:3][CH2:4][n:5]1[cH:6][cH:7][c:8]2[cH:9][cH:10][c:11]([N+:14](=[O:15])[O-:16])[cH:12][c:13]12.[K+:17].[K+:18].[O-:19][C:20]([O-:21])=[O:22]>>[CH2:2]([CH2:3][CH2:4][n:5]1[cH:6][cH:7][c:8]2[cH:9][cH:10][c:11]([N+:14](=[O:15])[O-:16])[cH:12][c:13]12)[N:28]1[CH2:23][CH2:24][O:25][CH2:26][CH2:27]1.